From a dataset of the Open Reaction Database (ORD), a public repository of structured organic reaction records. describe an organic reaction: reactants, conditions, products, and yield Starting materials: O=CCCC1CCN(CC1)C(=O)OC(C)(C)C (tert-butyl 4-(3-oxopropyl)piperidine-1-carboxylate), BrC1(C(NC(NC1=O)=O)=O)Br (dibromobarbituric acid). Solvent: C(C)OCC (diethyl ether). Product: BrC(CC1CCN(CC1)C(=O)OC(C)(C)C)C=O (tert-Butyl 4-(2-bromo-3-oxopropyl)piperidine-1-carboxylate). Yield: 167.0%. Reaction SMILES: [O:1]=[CH:2][CH2:3][CH2:4][CH:5]1[CH2:10][CH2:9][N:8]([C:11]([O:13][C:14]([CH3:17])([CH3:16])[CH3:15])=[O:12])[CH2:7][CH2:6]1.[Br:18]C1(Br)C(=O)NC(=O)NC1=O>C(OCC)C>[Br:18][CH:3]([CH:2]=[O:1])[CH2:4][CH:5]1[CH2:10][CH2:9][N:8]([C:11]([O:13][C:14]([CH3:17])([CH3:16])[CH3:15])=[O:12])[CH2:7][CH2:6]1. Reported procedure: To a solution of tert-butyl 4-(3-oxopropyl)piperidine-1-carboxylate (Wityak J., et al., J. Med. Chem., 40, p. 50 (1997): 27.6 g) in diethyl ether was added dibromobarbituric acid (17.0 g), and the mixture was mixed for 12 hours. The insolubles were filtered off, and the filtrate was diluted with diethyl ether, sequentially washed with a saturated aqueous sodium bicarbonate solution and saturated brine, and then dried over anhydrous sodium sulfate. The solvent was distilled off to give the title ... Starting materials: N(=[N+]=[N-])C[C@@H]1[C@@H](CN(CC1)C(=O)OC(C)(C)C)OC (cis-4-azidomethyl-1-tert-butoxycarbonyl-3-methoxypiperidine). Reagents/catalysts: [OH-].[C+4].[Pd+2].[OH-].[OH-].[OH-].[OH-].[OH-] (palladium carbon hydroxide). The solvent is CO (methanol). Conditions: time 2 hour. The product is NC[C@@H]1[C@@H](CN(CC1)C(=O)OC(C)(C)C)OC (cis-4-aminomethyl-1-tert-butoxycarbonyl-3-methoxypiperidine). Yield: 88.5%. As a reaction SMILES: [N:1]([CH2:4][C@H:5]1[CH2:10][CH2:9][N:8]([C:11]([O:13][C:14]([CH3:17])([CH3:16])[CH3:15])=[O:12])[CH2:7][C@H:6]1[O:18][CH3:19])=[N+]=[N-]>CO.[OH-].[C+4].[Pd+2].[OH-].[OH-].[OH-].[OH-].[OH-]>[NH2:1][CH2:4][C@H:5]1[CH2:10][CH2:9][N:8]([C:11]([O:13][C:14]([CH3:15])([CH3:16])[CH3:17])=[O:12])[CH2:7][C@H:6]1[O:18][CH3:19] |f:2.3.4.5.6.7.8.9|. Procedure: To a solution of cis-4-azidomethyl-1-tert-butoxycarbonyl-3-methoxypiperidine (1.5 g) in methanol (50 ml) was added 20% palladium carbon hydroxide (0.6 g), and the resulting mixture was stirred at room temperature under hydrogen atmosphere for 2 hr. 20% Palladium carbon hydroxide was filtered off and the solvent was evaporated under reduced pressure to give 1.2 g of cis-4-aminomethyl-1-tert-butoxycarbonyl-3-methoxypiperidine. Reactants: COC(=O)CC1CCc2cc(OCCCN3C(=O)c4ccccc4C3=O)ccc2C1, CC(C)O, Cl, NN. The product is COC(=O)CC1CCc2cc(OCCCN)ccc2C1. RXN SMILES: [CH3:1][O:2][C:3]([CH2:4][CH:5]1[CH2:6][c:7]2[cH:8][cH:9][c:10]([O:15][CH2:16][CH2:17][CH2:18][N:19]3[C:20](=[O:21])[c:22]4[c:23]([cH:24][cH:25][cH:26][cH:27]4)[C:28]3=[O:29])[cH:11][c:12]2[CH2:13][CH2:14]1)=[O:30].[CH:34]([OH:35])([CH3:36])[CH3:37].[ClH:33].[NH2:31][NH2:32]>>[CH3:1][O:2][C:3]([CH2:4][CH:5]1[CH2:6][c:7]2[cH:8][cH:9][c:10]([O:15][CH2:16][CH2:17][CH2:18][NH2:19])[cH:11][c:12]2[CH2:13][CH2:14]1)=[O:30]. Procedure details: 74 g (1 mole) of butylamine were added to a solution of 74 g (0.5 mole) of 2-hydroxy-5-vinylbenzaldehyde in 750 ml of toluene, and this mixture was refluxed for 2 hours. It was then extracted with twice 500 ml of ice water and the toluene was distilled off. 80 g (79%) of 2-butyliminomethyl-4-vinylphenol were obtained as a yellow oil. Starting materials: C(CCC)N (butylamine), OC1=C(C=O)C=C(C=C1)C=C (2-hydroxy-5-vinylbenzaldehyde). Reaction SMILES: [CH2:1]([NH2:5])[CH2:2][CH2:3][CH3:4].[OH:6][C:7]1[CH:14]=[CH:13][C:12]([CH:15]=[CH2:16])=[CH:11][C:8]=1[CH:9]=O>C1(C)C=CC=CC=1>[CH2:1]([N:5]=[CH:9][C:8]1[CH:11]=[C:12]([CH:15]=[CH2:16])[CH:13]=[CH:14][C:7]=1[OH:6])[CH2:2][CH2:3][CH3:4]. Isolated yield 78.7%. Product: C(CCC)N=CC1=C(C=CC(=C1)C=C)O (2-butyliminomethyl-4-vinylphenol). The solvent is C1(=CC=CC=C1)C (toluene).